This data is from the Open Reaction Database (ORD), a public repository of structured organic reaction records. The task is: describe an organic reaction: reactants, conditions, products, and yield Reactants: CC1(C)CCCSc2cc(Br)ccc21, C1CCOC1, CCCCCCCCI. Reaction SMILES: [Br:1][c:2]1[cH:3][c:4]2[c:5]([cH:13][cH:14]1)[C:6]([CH3:11])([CH3:12])[CH2:7][CH2:8][CH2:9][S:10]2.[CH2:24]1[O:25][CH2:26][CH2:27][CH2:28]1.[I:15][CH2:16][CH2:17][CH2:18][CH2:19][CH2:20][CH2:21][CH2:22][CH3:23]>>[c:2]1([CH2:16][CH2:17][CH2:18][CH2:19][CH2:20][CH2:21][CH2:22][CH3:23])[cH:3][c:4]2[c:5]([cH:13][cH:14]1)[C:6]([CH3:11])([CH3:12])[CH2:7][CH2:8][CH2:9][S:10]2. The product is CCCCCCCCc1ccc2c(c1)SCCCC2(C)C. The reactants are C1CCOC1, CC(C1=CCC2C3=CC=C4CC(O[Si](C)(C)C(C)(C)C(C)C)CCC4(C)C3CCC12C)C(O)C#CC(C)(C)O[Si](C)(C)C(C)(C)C, [H-], [Na+], S=C=Nc1ccccc1, c1c[nH]cn1. Yields the product CC(C1=CCC2C3=CC=C4CC(O[Si](C)(C)C(C)(C)C(C)C)CCC4(C)C3CCC12C)C(C#CC(C)(C)O[Si](C)(C)C(C)(C)C)OC(=S)Nc1ccccc1. Reaction SMILES: [CH2:63]1[O:64][CH2:65][CH2:66][CH2:67]1.[CH3:8][C:9]([CH3:10])([CH3:11])[Si:12]([O:13][C:14]([CH3:15])([CH3:16])[C:17]#[C:18][CH:19]([CH:20]([CH3:21])[C:22]1=[CH:23][CH2:24][CH:25]2[C:26]3=[CH:27][CH:28]=[C:29]4[CH2:30][CH:31]([O:41][Si:42]([C:43]([CH:44]([CH3:45])[CH3:46])([CH3:47])[CH3:48])([CH3:49])[CH3:50])[CH2:32][CH2:33][C:34]4([CH3:35])[CH:36]3[CH2:37][CH2:38][C:39]12[CH3:40])[OH:51])([CH3:52])[CH3:53].[H-:1].[Na+:2].[c:54]1([N:60]=[C:61]=[S:62])[cH:55][cH:56][cH:57][cH:58][cH:59]1.[nH:3]1[cH:4][cH:5][n:6][cH:7]1>>[CH3:8][C:9]([CH3:10])([CH3:11])[Si:12]([O:13][C:14]([CH3:15])([CH3:16])[C:17]#[C:18][CH:19]([CH:20]([CH3:21])[C:22]1=[CH:23][CH2:24][CH:25]2[C:26]3=[CH:27][CH:28]=[C:29]4[CH2:30][CH:31]([O:41][Si:42]([C:43]([CH:44]([CH3:45])[CH3:46])([CH3:47])[CH3:48])([CH3:49])[CH3:50])[CH2:32][CH2:33][C:34]4([CH3:35])[CH:36]3[CH2:37][CH2:38][C:39]12[CH3:40])[O:51][C:61]([NH:60][c:54]1[cH:55][cH:56][cH:57][cH:58][cH:59]1)=[S:62])([CH3:52])[CH3:53]. Reported procedure: Following the procedure set forth in Example 5, 4a-(3-methoxyphenyl)-2-methyl-3,4,4a,5,6,7-hexahydro-2-pyrindine was hydrogenated over platinum oxide to provide a 60:40 mixture of trans-4-a-(3-methoxyphenyl)-2-methyl-2,3,4,4a,5,6,7,7a-octahydro-1H-2-pyrindine and the corresponding cisosomer. The trans isomer was crystallized as the picrate salt. The cis isomer was isolated as the free base, namely cis-4a-(3-methoxyphenyl)-2-methyl-2,3,4,4a,5,6,7,7a-octahydro-1H-2-pyrindine; M.P.=40°-43° C. Product: COC=1C=C(C=CC1)[C@@]12CCN(C[C@H]2CCC1)C (cis-4a-(3-methoxyphenyl)-2-methyl-2,3,4,4a,5,6,7,7a-octahydro-1H-2-pyrindine). As a reaction SMILES: [CH3:1][O:2][C:3]1[CH:4]=[C:5]([C:9]23[CH2:17][CH2:16][CH2:15][C:14]2=[CH:13][N:12]([CH3:18])[CH2:11][CH2:10]3)[CH:6]=[CH:7][CH:8]=1>[Pt]=O>[CH3:1][O:2][C:3]1[CH:4]=[C:5]([C@@:9]23[CH2:17][CH2:16][CH2:15][C@@H:14]2[CH2:13][N:12]([CH3:18])[CH2:11][CH2:10]3)[CH:6]=[CH:7][CH:8]=1. The reagents and catalysts are [Pt]=O (platinum oxide). Reactants: COC=1C=C(C=CC1)C12CCN(C=C2CCC1)C (4a-(3-methoxyphenyl)-2-methyl-3,4,4a,5,6,7-hexahydro-2-pyrindine), trans-4-a-(3-methoxyphenyl)-2-methyl-2,3,4,4a,5,6,7,7a-octahydro-1H-2-pyrindine. Starting materials: C(C)OC(COC1=CC=C(CC=2C3=C(SC2C2=CC=C(C=C2)OCCN2CCCC2)C=CC=C3)C=C1)=O (3-[4-(2-ethoxy-2-oxoethoxy)benzyl]-2-[4-[2-(1-pyrrolidinyl)ethoxy]phenyl]-benzo[b]thiophene), CN(N)C (1,1-dimethyl hydrazine), C[Al](C)C (trimethyl aluminum), O (water). The solvent is C1(=CC=CC=C1)C (toluene), C1(=CC=CC=C1)C (toluene), C1(=CC=CC=C1)C (toluene). Reaction conditions: time 60 minute. Product: CN(NC(COC1=CC=C(CC=2C3=C(SC2C2=CC=C(C=C2)OCCN2CCCC2)C=CC=C3)C=C1)=O)C (3-(4-[2-(2,2-dimethylhydrazino)-2-oxoethoxy]-benzyl]-2-[4-(2-(1-pyrrolidinyl)ethoxy]phenyl]-benzo[b]thiophene). Isolated yield 64.5%. As a reaction SMILES: [CH3:1][N:2]([CH3:4])[NH2:3].C[Al](C)C.C([O:11][C:12](=O)[CH2:13][O:14][C:15]1[CH:44]=[CH:43][C:18]([CH2:19][C:20]2[C:21]3[CH:42]=[CH:41][CH:40]=[CH:39][C:22]=3[S:23][C:24]=2[C:25]2[CH:30]=[CH:29][C:28]([O:31][CH2:32][CH2:33][N:34]3[CH2:38][CH2:37][CH2:36][CH2:35]3)=[CH:27][CH:26]=2)=[CH:17][CH:16]=1)C.O>C1(C)C=CC=CC=1>[CH3:1][N:2]([CH3:4])[NH:3][C:12](=[O:11])[CH2:13][O:14][C:15]1[CH:16]=[CH:17][C:18]([CH2:19][C:20]2[C:21]3[CH:42]=[CH:41][CH:40]=[CH:39][C:22]=3[S:23][C:24]=2[C:25]2[CH:26]=[CH:27][C:28]([O:31][CH2:32][CH2:33][N:34]3[CH2:35][CH2:36][CH2:37][CH2:38]3)=[CH:29][CH:30]=2)=[CH:43][CH:44]=1. Reported procedure: A solution of 1,1-dimethyl hydrazine (0.1 mL, 1.3 mmol) in toluene (5 mL) was added to a solution of trimethyl aluminum (1.3 mL, 1.0M/toluene) in toluene (20 mL) at 0-5° C. The cooling bath was removed and the mixture stirred for 60 minutes. A solution of 3-[4-(2-ethoxy-2-oxoethoxy)benzyl]-2-[4-[2-(1-pyrrolidinyl)ethoxy]phenyl]-benzo[b]thiophene (310 mg, 0.6 mmol) in toluene (5-10 mL) was added and the mixture refluxed for 60 minutes, cooled, decomposed with water, and extracted with CH2Cl2:i-Pr... The reactants are ClC=1N=C(C=2N=CN([C@H]3[C@H](O)[C@H](O)[C@@H](CO)O3)C2N1)N (2-chloroadenosine), NCCNC(OC(C)(C)C)=O (tert-butyl N-(2-aminoethyl)carbamate). Conditions: temperature 120 celsius. Yields the product NC1=C2N=CNC2=NC(=N1)NCCNC(OC(C)(C)C)=O (tert-butyl (2-((6-amino-9H-purin-2-yl)amino)ethyl)carbamate). As a reaction SMILES: Cl[C:2]1[N:3]=[C:4]([NH2:20])[C:5]2[N:6]=[CH:7][N:8]([C:18]=2[N:19]=1)[C@@H]1O[C@H](CO)[C@@H](O)[C@H]1O.[NH2:21][CH2:22][CH2:23][NH:24][C:25](=[O:31])[O:26][C:27]([CH3:30])([CH3:29])[CH3:28]>>[NH2:20][C:4]1[N:3]=[C:2]([NH:21][CH2:22][CH2:23][NH:24][C:25](=[O:31])[O:26][C:27]([CH3:29])([CH3:28])[CH3:30])[N:19]=[C:18]2[C:5]=1[N:6]=[CH:7][NH:8]2. Procedure: To a microwave tube containing 2-chloroadenosine (Aldrich Chemical) is added tert-butyl N-(2-aminoethyl)carbamate (AK Scientific, 10-fold molar excess). The mixture is heated in a microwave for 20 minutes at 120° C. under nitrogen. Workup of the reaction mixture, purification, and isolation of the title intermediate is carried out in a manner similar to that of Example 4, ROUTE 1, Step 3 used for Compound 16A. The reactants are CCN1CCc2c([N+](=O)[O-])cc3[nH]c(=O)c(=O)[nH]c3c2C1, CS(=O)(=O)O, CN(C)C=O. As a reaction SMILES: [CH2:1]([CH3:2])[N:3]1[CH2:4][c:5]2[c:6]3[nH:7][c:8](=[O:21])[c:9](=[O:20])[nH:10][c:11]3[cH:12][c:13]([N+:17](=[O:18])[O-:19])[c:14]2[CH2:15][CH2:16]1.[CH3:22][S:23]([OH:24])(=[O:25])=[O:26].[CH3:27][N:28]([CH3:29])[CH:30]=[O:31]>>[CH2:1]([CH3:2])[N:3]1[CH2:4][c:5]2[c:6]3[nH:7][c:8](=[O:21])[c:9](=[O:20])[nH:10][c:11]3[cH:12][c:13]([N+:17](=[O:18])[O-:19])[c:14]2[CH2:15][CH2:16]1.[CH3:22][S:23](=[O:24])(=[O:25])[OH:26]. The product is CCN1CCc2c([N+](=O)[O-])cc3[nH]c(=O)c(=O)[nH]c3c2C1, CS(=O)(=O)O. Starting materials: ice water, C(=O)(OC(C)(C)C)N1CCC(CC1)O (N-Boc-4-hydroxy piperidine), FC(OC1=CC=C(CBr)C=C1)(F)F (p-trifluoromethoxy benzyl bromide), [H-].[Na+] (sodium hydride). Solvent: CN(C)C=O (DMF). Run at time 30 minute. Product: C(C)(C)(C)OC(=O)N1CCC(CC1)OC1=CC=C(C=C1)OC(F)(F)F (4-(4-(trifluoromethoxy)phenoxy)piperidine-1-formic acid tert-butyl ester). The yield is 802.5%. Reaction SMILES: [C:1]([N:8]1[CH2:13][CH2:12][CH:11]([OH:14])[CH2:10][CH2:9]1)([O:3][C:4]([CH3:7])([CH3:6])[CH3:5])=[O:2].[H-].[Na+].[F:17][C:18]([F:29])([F:28])[O:19][C:20]1[CH:27]=[CH:26][C:23](CBr)=[CH:22][CH:21]=1>CN(C=O)C>[C:4]([O:3][C:1]([N:8]1[CH2:13][CH2:12][CH:11]([O:14][C:23]2[CH:22]=[CH:21][C:20]([O:19][C:18]([F:17])([F:28])[F:29])=[CH:27][CH:26]=2)[CH2:10][CH2:9]1)=[O:2])([CH3:7])([CH3:6])[CH3:5] |f:1.2|. Procedure: N-Boc-4-hydroxy piperidine (2.01 g, 1.0 mmol) was dissolved in DMF (30 mL), added sodium hydride (60%, 0.6 g, 15 mmol) in ice-bath, stirred for 30 min, added p-trifluoromethoxy benzyl bromide (3.06 g, 12 mmol), after which resumed to stir for 15 h at room temperature, added ice water (30 mL) in ice-bath to quench reaction. Extracted by dichloromethane (30 mL*2), combined organic phases, the organic phases were washed by water and saturated saline respectively, dried by anhydrous sodium sulfate, ... The yield is 55.6%. The product is FC(C=1C=C(CN2CCC(CC2)C=C2C(=NC(S2)=O)NCC#C)C=C(C1)C(F)(F)F)(F)F ((1-{[3,5-bis(trifluoromethyl)benzyl}piperidin-4-yl)methylidene]-4-(prop-2-yn-1-ylamino)-1,3-thiazol-2(5H)-one). As a reaction SMILES: Cl.Cl.[NH:3]1[CH2:8][CH2:7][CH:6](/[CH:9]=[C:10]2/[C:11]([NH:16][CH2:17][C:18]#[CH:19])=[N:12][C:13](=[O:15])[S:14]/2)[CH2:5][CH2:4]1.C(=O)([O-])[O-].[K+].[K+].Br[CH2:27][C:28]1[CH:33]=[C:32]([C:34]([F:37])([F:36])[F:35])[CH:31]=[C:30]([C:38]([F:41])([F:40])[F:39])[CH:29]=1.O>CN(C=O)C>[F:35][C:34]([F:36])([F:37])[C:32]1[CH:33]=[C:28]([CH:29]=[C:30]([C:38]([F:41])([F:39])[F:40])[CH:31]=1)[CH2:27][N:3]1[CH2:8][CH2:7][CH:6]([CH:9]=[C:10]2[S:14][C:13](=[O:15])[N:12]=[C:11]2[NH:16][CH2:17][C:18]#[CH:19])[CH2:5][CH2:4]1 |f:0.1.2,3.4.5|. The reactants are Cl.Cl.N1CCC(CC1)\C=C/1\C(=NC(S1)=O)NCC#C ((5Z)-5-(piperidin-4-ylmethylidene)-4-(prop-2-yn-1-ylamino)-1,3-thiazol-2(5H)-one dihydrochloride), C([O-])([O-])=O.[K+].[K+] (potassium carbonate), BrCC1=CC(=CC(=C1)C(F)(F)F)C(F)(F)F (1-(bromomethyl)-3,5-bis(trifluoromethyl)benzene), O (water). Conditions: time 8 hour. Run in CN(C)C=O (DMF). Reported procedure: To a solution of (5Z)-5-(piperidin-4-ylmethylidene)-4-(prop-2-yn-1-ylamino)-1,3-thiazol-2(5H)-one dihydrochloride (200 mg) in DMF (3 mL) were added potassium carbonate (345 mg) and 1-(bromomethyl)-3,5-bis(trifluoromethyl)benzene (198 mg). The reaction mixture was stirred at room temperature overnight, water was added, and the mixture was extracted with ethyl acetate. The extract was washed with water and saturated brine, and dried over anhydrous magnesium sulfate, and the solvent was evaporated ... Starting materials: COC1=C(C=CC(=C1)OC)C(CC(=O)O)CCCCCC (3-(2,4-dimethoxyphenyl)nonanoic acid), C(C)(C)(C)C1=C(N)C=C(C=C1)C(N)=O (2-t-butyl-5-carbamoylaniline), C(C(=O)Cl)(=O)Cl (oxalyl chloride), N1=CC=CC=C1 (pyridine). Run in C(Cl)Cl (methylene chloride), C(Cl)Cl.C(C)OCC (methylene chloride diethyl ether), CO (methanol), C(Cl)Cl (methylene chloride), CN(C=O)C (dimethyl-formamide), C(C)OCC (diethyl ether). Run at time 50 minute. Product: C(C)(C)(C)C1=C(C=C(C=C1)C(N)=O)NC(CC(CCCCCC)C1=C(C=C(C=C1)OC)OC)=O (N-(2-t-Butyl-5-carbamoylphenyl)-3-(2,4-dimethoxyphenyl)nonanamide). Yield: 86.4%. RXN SMILES: C(Cl)(=O)C(Cl)=O.[CH3:7][O:8][C:9]1[CH:14]=[C:13]([O:15][CH3:16])[CH:12]=[CH:11][C:10]=1[CH:17]([CH2:22][CH2:23][CH2:24][CH2:25][CH2:26][CH3:27])[CH2:18][C:19]([OH:21])=O.N1C=CC=CC=1.[C:34]([C:38]1[CH:44]=[CH:43][C:42]([C:45](=[O:47])[NH2:46])=[CH:41][C:39]=1[NH2:40])([CH3:37])([CH3:36])[CH3:35]>C(Cl)Cl.C(OCC)C.C(Cl)Cl.C(OCC)C.CO.CN(C)C=O>[C:34]([C:38]1[CH:44]=[CH:43][C:42]([C:45](=[O:47])[NH2:46])=[CH:41][C:39]=1[NH:40][C:19](=[O:21])[CH2:18][CH:17]([C:10]1[CH:11]=[CH:12][C:13]([O:15][CH3:16])=[CH:14][C:9]=1[O:8][CH3:7])[CH2:22][CH2:23][CH2:24][CH2:25][CH2:26][CH3:27])([CH3:37])([CH3:35])[CH3:36] |f:6.7|. Procedure: 0.31 ml (3.57 mmol) of oxalyl chloride and a catalyic amount of dimethyl-formamide were added, with ice-cooling, to a solution of 350 mg (1.19 mmol) of 3-(2,4-dimethoxyphenyl)nonanoic acid (prepared as described in Preparation 42B), in 7 ml of methylene chloride and the reaction temperature was raised to room temperature at once. The resulting mixture was then stirred for 50 minutes. The solvent and an excess of the reagent were removed by distillation under reduced pressure, and the resulting r... Reactants: CNC(=O)c1c(-c2ccc(Br)cc2)oc2cc(N(CCO)S(C)(=O)=O)c(OC(C)C)cc12, Cc1ccccc1, [K+], [K+], [K+], Nc1ccccc1, CC(=O)[O-], CC(=O)[O-], O=P([O-])([O-])[O-], [Pd+2]. Yields the product CNC(=O)c1c(-c2ccc(Nc3ccccc3)cc2)oc2cc(N(CCO)S(C)(=O)=O)c(OC(C)C)cc12. Reaction SMILES: [CH3:1][NH:2][C:3](=[O:4])[c:5]1[c:6](-[c:26]2[cH:27][cH:28][c:29]([Br:32])[cH:30][cH:31]2)[o:7][c:8]2[c:9]1[cH:10][c:11]([O:22][CH:23]([CH3:24])[CH3:25])[c:12]([N:14]([S:15](=[O:16])(=[O:17])[CH3:18])[CH2:19][CH2:20][OH:21])[cH:13]2.[CH3:57][c:58]1[cH:59][cH:60][cH:61][cH:62][cH:63]1.[K+:38].[K+:39].[K+:40].[NH2:41][c:42]1[cH:43][cH:44][cH:45][cH:46][cH:47]1.[O-:49][C:50]([CH3:51])=[O:52].[O-:53][C:54]([CH3:55])=[O:56].[P:33]([O-:34])([O-:35])([O-:36])=[O:37].[Pd+2:48]>>[CH3:1][NH:2][C:3](=[O:4])[c:5]1[c:6](-[c:26]2[cH:27][cH:28][c:29]([NH:41][c:42]3[cH:43][cH:44][cH:45][cH:46][cH:47]3)[cH:30][cH:31]2)[o:7][c:8]2[c:9]1[cH:10][c:11]([O:22][CH:23]([CH3:24])[CH3:25])[c:12]([N:14]([S:15](=[O:16])(=[O:17])[CH3:18])[CH2:19][CH2:20][OH:21])[cH:13]2.